From a dataset of the Open Reaction Database (ORD), a public repository of structured organic reaction records. describe an organic reaction: reactants, conditions, products, and yield The reactants are COS(=O)(=O)OC, CC1=CC(C)=NCN1S, [Na+], [OH-], O. Product: CSN1CN=C(C)C=C1C. As a reaction SMILES: [CH3:12][O:13][S:14]([O:15][CH3:16])(=[O:17])=[O:18].[CH3:1][C:2]1=[N:3][CH2:4][N:5]([SH:9])[C:6]([CH3:8])=[CH:7]1.[Na+:11].[OH-:10].[OH2:19]>>[CH3:1][C:2]1=[N:3][CH2:4][N:5]([S:9][CH3:12])[C:6]([CH3:8])=[CH:7]1. Starting materials: CC[SiH](CC)CC, ClCCl, CON=Cc1cc(-n2c(=O)cc(C(F)(F)F)n(C)c2=O)ccc1Cl, O=C(O)C(F)(F)F. Product: CONCc1cc(-n2c(=O)cc(C(F)(F)F)n(C)c2=O)ccc1Cl. As a reaction SMILES: [CH2:1]([SiH:2]([CH2:3][CH3:4])[CH2:5][CH3:6])[CH3:7].[Cl:32][CH2:33][Cl:34].[Cl:8][c:9]1[c:10]([CH:28]=[N:29][O:30][CH3:31])[cH:11][c:12](-[n:15]2[c:16](=[O:27])[n:17]([CH3:26])[c:18]([C:22]([F:23])([F:24])[F:25])[cH:19][c:20]2=[O:21])[cH:13][cH:14]1.[OH:35][C:36]([C:37]([F:38])([F:39])[F:40])=[O:41]>>[Cl:8][c:9]1[c:10]([CH2:28][NH:29][O:30][CH3:31])[cH:11][c:12](-[n:15]2[c:16](=[O:27])[n:17]([CH3:26])[c:18]([C:22]([F:23])([F:24])[F:25])[cH:19][c:20]2=[O:21])[cH:13][cH:14]1. Reactants: O (water), BrC=1C=C(C(=O)NCC(=O)O)C=CC1 (N-(3-bromobenzoyl)glycine), N12CCNC(CC1)CC2 (1,4-diazabicyclo[3.2.2]nonane), C1(CCCCC1)N=C=NC1CCCCC1 (dicyclohexylcarbodiimide). Solvent: O1CCOCC1 (dioxane). Conditions: time 30 minute. Yields the product N12CCN(C(CC1)CC2)C(CNC(C2=CC(=CC=C2)Br)=O)=O (N-[2-(1,4-Diazabicyclo[3.2.2]non-4-yl)-2-oxoethyl]-3-bromobenzamide). As a reaction SMILES: [Br:1][C:2]1[CH:3]=[C:4]([CH:12]=[CH:13][CH:14]=1)[C:5]([NH:7][CH2:8][C:9]([OH:11])=O)=[O:6].C1(N=C=NC2CCCCC2)CCCCC1.[N:30]12[CH2:38][CH2:37][CH:34]([CH2:35][CH2:36]1)[NH:33][CH2:32][CH2:31]2.O>O1CCOCC1>[N:30]12[CH2:38][CH2:37][CH:34]([CH2:35][CH2:36]1)[N:33]([C:9](=[O:11])[CH2:8][NH:7][C:5](=[O:6])[C:4]1[CH:12]=[CH:13][CH:14]=[C:2]([Br:1])[CH:3]=1)[CH2:32][CH2:31]2. Procedure: 0.77 g (3 mmol) of N-(3-bromobenzoyl)glycine dissolved in 30 ml of dioxane is placed in a 100 ml round-bottomed flask, 0.68 g (3.3 mmol) of dicyclohexylcarbodiimide is added and the mixture is stirred at room temperature for 30 minutes, 0.38 g (3 mmol) of 1,4-diazabicyclo[3.2.2]nonane is added and the mixture is stirred for a further two hours. 30 ml of water are added and the precipitate formed is filtered off, the filtrate is extracted with chloroform and the organic phase is then extracted wi... Starting materials: C(C)(C)(C)OC(N[C@@H](CC(C)C)CSC1=NN=CN1)=O ([(S)-3-Methyl-1-(4H-[1,2,4]triazol-3-ylsulfanylmethyl)-butyl]-carbamic acid tert-butyl ester), Cl (hydrochloric acid). The solvent is O1CCOCC1 (dioxane). The product is Cl.CC(C[C@@H](CSC1=NN=CN1)N)C ((S)-3-methyl-1-(4H-[1,2,4]triazol-3-ylsulfanylmethyl)-butylamine-hydrochloride). Yield: 100.0%. Reaction SMILES: C(OC(=O)[NH:7][C@H:8]([CH2:13][S:14][C:15]1[NH:19][CH:18]=[N:17][N:16]=1)[CH2:9][CH:10]([CH3:12])[CH3:11])(C)(C)C.[ClH:21]>O1CCOCC1>[ClH:21].[CH3:11][CH:10]([CH3:12])[CH2:9][C@H:8]([NH2:7])[CH2:13][S:14][C:15]1[NH:19][CH:18]=[N:17][N:16]=1 |f:3.4|. Reported procedure: 160 mg of [(S)-3-Methyl-1-(4H-[1,2,4]triazol-3-ylsulfanylmethyl)-butyl]-carbamic acid tert-butyl ester were reacted with 2.6 ml of 4M hydrochloric acid in dioxane at it for 2 h. The reaction was concentrated in vacuo and the resulting crude product was used without further purification. 125 mg (100%) of (S)-3-methyl-1-(4H-[1,2,4]triazol-3-ylsulfanylmethyl)-butylamine-hydrochloride were obtained. Reactants: ClC1=CC=C(C=C1)C1=NOC2=C1C(CCC2)=O (3-(4-chlorophenyl)-6,7-dihydro-1,2-benzisoxazol-4(5H)-one), ClC1=CC=C(C=NO)C=C1 (4-chlorobenzaldehyde oxime), ClCCCI (1-chloro-3-iodopropane), C(C)(C)[N-]C(C)C.[Li+] (lithium diisopropylamide). The solvent is C1CCOC1 (THF), O (water). Conditions: temperature -78 celsius. The product is ClC1=CC=C(C=C1)C1=NOC2=C1C(C(CC2)CCCCl)=O (3-(4-Chlorophenyl)-5-(3-chloropropyl)-6,7-dihydro-1,2-benzisoxazol-4(5H)-one). Reaction SMILES: [Cl:1][C:2]1C=CC(C=NO)=[CH:4][CH:3]=1.[Cl:11][C:12]1[CH:17]=[CH:16][C:15]([C:18]2[C:22]3[C:23](=[O:27])[CH2:24][CH2:25][CH2:26][C:21]=3[O:20][N:19]=2)=[CH:14][CH:13]=1.C([N-]C(C)C)(C)C.[Li+].ClCCCI>C1COCC1.O>[Cl:11][C:12]1[CH:13]=[CH:14][C:15]([C:18]2[C:22]3[C:23](=[O:27])[CH:24]([CH2:4][CH2:3][CH2:2][Cl:1])[CH2:25][CH2:26][C:21]=3[O:20][N:19]=2)=[CH:16][CH:17]=1 |f:2.3|. Procedure: In a similar manner to that of Examples 7a-d starting with 4-chlorobenzaldehyde oxime, the starting ketone is prepared. In 220 ml anhydrous THF was dissolved 8.1 g 3-(4-chlorophenyl)-6,7-dihydro-1,2-benzisoxazol-4(5H)-one under nitrogen atmosphere with stirring. The solution was cooled to -78° C. and 32.8 ml lithium diisopropylamide (1.5 molar in cyclohexane) was added dropwise. The resulting solution was stirred for fifteen minutes at -78° C. and 4.6 ml 1-chloro-3-iodopropane was added. Upon wa... Reactants: [Al+3], CON(C)C(=O)C1CCN(C(=O)OC(C)(C)C)CC1, C1CCOC1, [H-], [H-], [H-], [H-], [K+], [Li+], O=S(=O)([O-])O. The product is CC(C)(C)OC(=O)N1CCC(C=O)CC1. Reaction SMILES: [Al+3:2].[C:7]([CH3:8])([CH3:9])([CH3:10])[O:11][C:12](=[O:13])[N:14]1[CH2:15][CH2:16][CH:17]([C:20]([N:21]([O:22][CH3:23])[CH3:24])=[O:25])[CH2:18][CH2:19]1.[CH2:32]1[O:33][CH2:34][CH2:35][CH2:36]1.[H-:1].[H-:4].[H-:5].[H-:6].[K+:31].[Li+:3].[S:26](=[O:27])(=[O:28])([OH:29])[O-:30]>>[C:7]([CH3:8])([CH3:9])([CH3:10])[O:11][C:12](=[O:13])[N:14]1[CH2:15][CH2:16][CH:17]([CH:20]=[O:25])[CH2:18][CH2:19]1.